Dataset: the Open Reaction Database (ORD), a public repository of structured organic reaction records. Task: describe an organic reaction: reactants, conditions, products, and yield Reactants: N[C@H]1[C@@H](C(OC2=C1C=C(C=C2)C#N)(C)C)O ((3S-trans)-4-amino-3,4-dihydro-3-hydroxy-2,2-dimethyl-2H-1-benzopyran-6-carbonitrile), compound, C1=CC=CC=2C3=CC=CC=C3C(C12)=CC(=O)O (2-(9H-fluoren-9-ylidene)acetic acid). Yields the product C(#N)C=1C=CC2=C([C@H]([C@@H](C(O2)(C)C)O)NC(C=C2C3=CC=CC=C3C=3C=CC=CC23)=O)C1 ((3S-trans)-N-(6-Cyano-3,4-dihydro-3-hydroxy-2,2-dimethyl-2H-1-benzopyran-4-yl)-2-(9H-fluoren-9-ylidene)acetamide). RXN SMILES: [NH2:1][C@@H:2]1[C:7]2[CH:8]=[C:9]([C:12]#[N:13])[CH:10]=[CH:11][C:6]=2[O:5][C:4]([CH3:15])([CH3:14])[C@H:3]1[OH:16].[CH:17]1[C:29]2[C:28](=[CH:30][C:31](O)=[O:32])[C:27]3[C:22](=[CH:23][CH:24]=[CH:25][CH:26]=3)[C:21]=2[CH:20]=[CH:19][CH:18]=1>>[C:12]([C:9]1[CH:10]=[CH:11][C:6]2[O:5][C:4]([CH3:14])([CH3:15])[C@@H:3]([OH:16])[C@H:2]([NH:1][C:31](=[O:32])[CH:30]=[C:28]3[C:29]4[CH:17]=[CH:18][CH:19]=[CH:20][C:21]=4[C:22]4[C:27]3=[CH:26][CH:25]=[CH:24][CH:23]=4)[C:7]=2[CH:8]=1)#[N:13]. Reported procedure: The title compound was prepared from (3S-trans)-4-amino-3,4-dihydro-3-hydroxy-2,2-dimethyl-2H-1-benzopyran-6-carbonitrile (the title B compound of Example 1) and 2-(9H-fluoren-9-ylidene)acetic acid by the same method as described for the title compound of Example 2. The product was obtained as a light yellow solid, m.p. >300° C. Procedure: Prepared as described for 3,4-bis(benzyloxy)-6-(phenylethynyl)pyridazine (Intermediate 2) from 3,4-bis(benzyloxy)-6-chloropyridazine (Intermediate 1) and 1-ethynyl-2,4-difluorobenzene. The product is C(C1=CC=CC=C1)OC=1N=NC(=CC1OCC1=CC=CC=C1)C#CC1=C(C=C(C=C1)F)F (3,4-bis(Benzyloxy)-6-[(2,4-difluorophenyl)ethynyl]pyridazine). Reaction SMILES: C(OC1N=NC(C#CC2C=CC=CC=2)=CC=1OCC1C=CC=CC=1)C1C=CC=CC=1.[CH2:31]([O:38][C:39]1[N:40]=[N:41][C:42](Cl)=[CH:43][C:44]=1[O:45][CH2:46][C:47]1[CH:52]=[CH:51][CH:50]=[CH:49][CH:48]=1)[C:32]1[CH:37]=[CH:36][CH:35]=[CH:34][CH:33]=1.[C:54]([C:56]1[CH:61]=[CH:60][C:59]([F:62])=[CH:58][C:57]=1[F:63])#[CH:55]>>[CH2:31]([O:38][C:39]1[N:40]=[N:41][C:42]([C:55]#[C:54][C:56]2[CH:61]=[CH:60][C:59]([F:62])=[CH:58][C:57]=2[F:63])=[CH:43][C:44]=1[O:45][CH2:46][C:47]1[CH:52]=[CH:51][CH:50]=[CH:49][CH:48]=1)[C:32]1[CH:37]=[CH:36][CH:35]=[CH:34][CH:33]=1. The reactants are C(C1=CC=CC=C1)OC=1N=NC(=CC1OCC1=CC=CC=C1)C#CC1=CC=CC=C1 (3,4-bis(benzyloxy)-6-(phenylethynyl)pyridazine), C(C1=CC=CC=C1)OC=1N=NC(=CC1OCC1=CC=CC=C1)Cl (3,4-bis(benzyloxy)-6-chloropyridazine), C(#C)C1=C(C=C(C=C1)F)F (1-ethynyl-2,4-difluorobenzene), C(C1=CC=CC=C1)OC=1N=NC(=CC1OCC1=CC=CC=C1)C#CC1=CC=CC=C1 (3,4-bis(benzyloxy)-6-(phenylethynyl)pyridazine), C(C1=CC=CC=C1)OC=1N=NC(=CC1OCC1=CC=CC=C1)Cl (3,4-bis(benzyloxy)-6-chloropyridazine). Reactants: C(C1=CC=CC=C1)N1CCC(CC1)N (1-benzyl-4-aminopiperidine), FC1=CC=C(C(=O)Cl)C=C1 (4-fluorobenzoyl chloride). Run in ClCCl (dichloromethane), ClCCl (dichloromethane), C(C)(C)N(CC)C(C)C (diisopropylethylamine), ClCCl (dichloromethane). Yields the product C(C1=CC=CC=C1)N1CCC(CC1)NC(C1=CC=C(C=C1)F)=O (N-(1-benzylpiperidin-4-yl)-4-fluorobenzamide). The yield is 70.6%. Reaction SMILES: [CH2:1]([N:8]1[CH2:13][CH2:12][CH:11]([NH2:14])[CH2:10][CH2:9]1)[C:2]1[CH:7]=[CH:6][CH:5]=[CH:4][CH:3]=1.[F:15][C:16]1[CH:24]=[CH:23][C:19]([C:20](Cl)=[O:21])=[CH:18][CH:17]=1>ClCCl.C(N(C(C)C)CC)(C)C>[CH2:1]([N:8]1[CH2:13][CH2:12][CH:11]([NH:14][C:20](=[O:21])[C:19]2[CH:23]=[CH:24][C:16]([F:15])=[CH:17][CH:18]=2)[CH2:10][CH2:9]1)[C:2]1[CH:3]=[CH:4][CH:5]=[CH:6][CH:7]=1. Procedure details: To a solution of 1-benzyl-4-aminopiperidine (1.13 g) in dichloromethane (10 ml) were added a solution of 4-fluorobenzoyl chloride (0.99 g) in dichloromethane (1 ml) and diisopropylethylamine (1.09 ml) under cooling on an ice-water bath. The mixture was warmed to ambient temperature slowly under stirring. The mixture was diluted with dichloromethane and washed with water, saturated aqueous sodium hydrogen carbonate, water, and brine. After drying with magnesium sulfate, the solvents were removed ... The reactants are C(C)(C)(C)C=1C(=C(C=C(C1)C)CCCO)O (3-(3-tert-butyl-2-hydroxy-5-methylphenyl)-1-propanol), S(O)(O)(=O)=O (sulfuric acid), CN(C1=CC=CC=C1)C (N,N-dimethylaniline), C(C)(C)(C)C=1C=C(C=C(C1O)C(C)(C)C)CCC(=O)OCCCSCCC(=O)Cl (3-[3-[3-(3,5-di-tert-butyl-4-hydroxyphenyl)propionyloxy]propylthio]propionyl chloride). Run in C(C)OCC (diethyl ether), C(C)OCC (diethyl ether). Yields the product C(C)(C)(C)C=1C=C(C=C(C1O)C(C)(C)C)CCC(=O)OCCCSCCC(=O)OCCCC1=C(C(=CC(=C1)C)C(C)(C)C)O (3-(3-tert-butyl-2-hydroxy-5-methylphenyl)propyl 3-[3-[2-(3,5-di-tert-butyl-4-hydroxyphenyl)ethylcarbonyloxy]propylthio]propionate). The yield is 66.7%. As a reaction SMILES: [C:1]([C:5]1[C:6]([OH:16])=[C:7]([CH2:12][CH2:13][CH2:14][OH:15])[CH:8]=[C:9]([CH3:11])[CH:10]=1)([CH3:4])([CH3:3])[CH3:2].CN(C)C1C=CC=CC=1.[C:26]([C:30]1[CH:31]=[C:32]([CH2:41][CH2:42][C:43]([O:45][CH2:46][CH2:47][CH2:48][S:49][CH2:50][CH2:51][C:52](Cl)=[O:53])=[O:44])[CH:33]=[C:34]([C:37]([CH3:40])([CH3:39])[CH3:38])[C:35]=1[OH:36])([CH3:29])([CH3:28])[CH3:27].S(=O)(=O)(O)O>C(OCC)C>[C:26]([C:30]1[CH:31]=[C:32]([CH2:41][CH2:42][C:43]([O:45][CH2:46][CH2:47][CH2:48][S:49][CH2:50][CH2:51][C:52]([O:15][CH2:14][CH2:13][CH2:12][C:7]2[CH:8]=[C:9]([CH3:11])[CH:10]=[C:5]([C:1]([CH3:4])([CH3:2])[CH3:3])[C:6]=2[OH:16])=[O:53])=[O:44])[CH:33]=[C:34]([C:37]([CH3:38])([CH3:40])[CH3:39])[C:35]=1[OH:36])([CH3:27])([CH3:28])[CH3:29]. Procedure details: Into a 50 ml reactor were charged 3.40 g (15.29 mmol) of 3-(3-tert-butyl-2-hydroxy-5-methylphenyl)-1-propanol, 20 ml, of diethyl ether and 1.94 g (16.00 mmol) of N,N-dimethylaniline. The atmosphere in the reactor was replaced with dry nitrogen. To the reactants was added dropwise 7.09 g (16.00 mmol) of 3-[3-[3-(3,5-di-tert-butyl-4-hydroxyphenyl)propionyloxy]propylthio]propionyl chloride. The reactants were heated and refluxed for 6 hours in the nitrogen stream. After the completion of the reacti... Reactants: O (water), COC1=C(C=O)C(=CC=C1)OC (2,6-dimethoxybenzaldehyde), sulfuryl dichloride SO2Cl2, C(Cl)Cl (DCM), C(Cl)Cl (DCM). Reaction conditions: temperature 50 celsius. Product: ClC=1C(=C(C=O)C(=CC1)OC)OC (3-chloro-2,6-dimethoxybenzaldehyde). As a reaction SMILES: [CH3:1][O:2][C:3]1[CH:10]=[CH:9][CH:8]=[C:7]([O:11][CH3:12])[C:4]=1[CH:5]=[O:6].O.C(Cl)[Cl:15]>>[Cl:15][C:10]1[C:3]([O:2][CH3:1])=[C:4]([C:7]([O:11][CH3:12])=[CH:8][CH:9]=1)[CH:5]=[O:6]. Procedure: A solution of commercially available 2,6-dimethoxybenzaldehyde (3.000 g; 18.10 mmol) in DCM (12 ml) was treated dropwise with a solution of sulfuryl dichloride SO2Cl2 (2.437 g; 18.10 mmol) in DCM (9 ml), and the resulting mixture was heated to 50° C., under nitrogen, for 30 min. After cooling to rt, water was added and the separated aq. layer was further extracted with DCM. The mixed organic layers were washed with brine, dried over anh. MgSO4, filtered, and concentrated to dryness under reduced... Starting materials: C1CCOC1, O=C(Cl)Oc1ccccc1, [K+], [K+], CCn1c(=O)c(-c2cc(N)c(F)cc2F)cc2cnc(NC(=O)CC#N)cc21, O=C([O-])[O-]. Product: CCn1c(=O)c(-c2cc(NC(=O)Oc3ccccc3)c(F)cc2F)cc2cnc(NC(=O)CC#N)cc21. As a reaction SMILES: [CH2:45]1[O:46][CH2:47][CH2:48][CH2:49]1.[Cl:35][C:36](=[O:37])[O:38][c:39]1[cH:40][cH:41][cH:42][cH:43][cH:44]1.[K+:29].[K+:30].[NH2:1][c:2]1[c:3]([F:28])[cH:4][c:5]([F:27])[c:6](-[c:8]2[c:9](=[O:26])[n:10]([CH2:24][CH3:25])[c:11]3[cH:12][c:13]([NH:18][C:19]([CH2:20][C:21]#[N:22])=[O:23])[n:14][cH:15][c:16]3[cH:17]2)[cH:7]1.[O-:31][C:32]([O-:33])=[O:34]>>[NH:1]([c:2]1[c:3]([F:28])[cH:4][c:5]([F:27])[c:6](-[c:8]2[c:9](=[O:26])[n:10]([CH2:24][CH3:25])[c:11]3[cH:12][c:13]([NH:18][C:19]([CH2:20][C:21]#[N:22])=[O:23])[n:14][cH:15][c:16]3[cH:17]2)[cH:7]1)[C:36](=[O:37])[O:38][c:39]1[cH:40][cH:41][cH:42][cH:43][cH:44]1. The reactants are C(C)(C)(C)N1S(C(=C(C1=O)NCC(=O)OC)C1=CC=CC=C1)(=O)=O (Methyl [(2-tert-butyl-1,1-dioxido-3-oxo-5-phenyl-2,3-dihydroisothiazol-4-yl)amino]acetate), CO (MeOH), Cl (HCl), [Li+].[OH-] (LiOH). The solvent is O1CCOCC1 (dioxane), O (water). Conditions: time 2 hour. The product is C(C)(C)(C)N1S(C(=C(C1=O)NCC(=O)O)C1=CC=CC=C1)(=O)=O ([(2-tert-Butyl-1,1-dioxido-3-oxo-5-phenyl-2,3-dihydroisothiazol-4-yl)amino]acetic acid). The yield is 41.4%. RXN SMILES: [C:1]([N:5]1[C:9](=[O:10])[C:8]([NH:11][CH2:12][C:13]([O:15]C)=[O:14])=[C:7]([C:17]2[CH:22]=[CH:21][CH:20]=[CH:19][CH:18]=2)[S:6]1(=[O:24])=[O:23])([CH3:4])([CH3:3])[CH3:2].CO.[Li+].[OH-].Cl>O1CCOCC1.O>[C:1]([N:5]1[C:9](=[O:10])[C:8]([NH:11][CH2:12][C:13]([OH:15])=[O:14])=[C:7]([C:17]2[CH:22]=[CH:21][CH:20]=[CH:19][CH:18]=2)[S:6]1(=[O:24])=[O:23])([CH3:4])([CH3:2])[CH3:3] |f:2.3|. Reported procedure: Methyl [(2-tert-butyl-1,1-dioxido-3-oxo-5-phenyl-2,3-dihydroisothiazol-4-yl)amino]acetate (1.28 g, 3.64 mmol) was dispersed in a mixture of dioxane (20 mL), MeOH (20 mL) and water (20 mL). Aqueous LiOH (1M, 0.218 g, 9.10 mmol) was added and the reaction mixture was stirred at rt for 2 h. Aqueous HCl was carefully added to the reaction mixture to give the pH˜1 and the resulting mixture was extracted with DCM. The organic phases were combined, dried over Na2SO4, filtered, evaporated and the crude ...